From a dataset of the Open Reaction Database (ORD), a public repository of structured organic reaction records. describe an organic reaction: reactants, conditions, products, and yield The reactants are C([O-])([O-])=O.[K+].[K+] (potassium carbonate), BrCCCC(=O)OCC (ethyl 4-bromobutyrate), C(C)(C)C=1C=CC(=C(C1)C1=C(C=C(C=C1)C(F)(F)F)CN(C1=NC=C(C=N1)N1CCOCC1)CC=1C=C(C=C(C1)C(F)(F)F)O)OC (3-{[(5′-Isopropyl-2′-methoxy-4-trifluoromethyl-biphenyl-2-ylmethyl)-(5-morpholin-4-yl-pyrimidin-2-yl)-amino]-methyl}-5-trifluoromethyl-phenol). The solvent is [Cl-].[Na+].O (brine), CN(C=O)C (N,N-dimethylformamide). Reaction conditions: time 4 hour. Product: C(C)(C)C=1C=CC(=C(C1)C1=C(C=C(C=C1)C(F)(F)F)CN(C1=NC=C(C=N1)N1CCOCC1)CC=1C=C(OCCCC(=O)OCC)C=C(C1)C(F)(F)F)OC (ethyl 4-(3-{[(5′-isopropyl-2′-methoxy-4-trifluoromethyl-biphenyl-2-ylmethyl)-(5-morpholin-4-yl-pyrimidin-2-yl)-amino]-methyl}-5-trifluoromethyl-phenoxy)butyrate). As a reaction SMILES: [CH:1]([C:4]1[CH:5]=[CH:6][C:7]([O:46][CH3:47])=[C:8]([C:10]2[CH:15]=[CH:14][C:13]([C:16]([F:19])([F:18])[F:17])=[CH:12][C:11]=2[CH2:20][N:21]([CH2:34][C:35]2[CH:36]=[C:37]([OH:45])[CH:38]=[C:39]([C:41]([F:44])([F:43])[F:42])[CH:40]=2)[C:22]2[N:27]=[CH:26][C:25]([N:28]3[CH2:33][CH2:32][O:31][CH2:30][CH2:29]3)=[CH:24][N:23]=2)[CH:9]=1)([CH3:3])[CH3:2].C(=O)([O-])[O-].[K+].[K+].Br[CH2:55][CH2:56][CH2:57][C:58]([O:60][CH2:61][CH3:62])=[O:59]>CN(C)C=O.[Cl-].[Na+].O>[CH:1]([C:4]1[CH:5]=[CH:6][C:7]([O:46][CH3:47])=[C:8]([C:10]2[CH:15]=[CH:14][C:13]([C:16]([F:19])([F:18])[F:17])=[CH:12][C:11]=2[CH2:20][N:21]([CH2:34][C:35]2[CH:36]=[C:37]([CH:38]=[C:39]([C:41]([F:44])([F:42])[F:43])[CH:40]=2)[O:45][CH2:55][CH2:56][CH2:57][C:58]([O:60][CH2:61][CH3:62])=[O:59])[C:22]2[N:27]=[CH:26][C:25]([N:28]3[CH2:33][CH2:32][O:31][CH2:30][CH2:29]3)=[CH:24][N:23]=2)[CH:9]=1)([CH3:3])[CH3:2] |f:1.2.3,6.7.8|. Procedure: 3-{[(5′-Isopropyl-2′-methoxy-4-trifluoromethyl-biphenyl-2-ylmethyl)-(5-morpholin-4-yl-pyrimidin-2-yl)-amino]-methyl}-5-trifluoromethyl-phenol (95 mg) is dissolved in N,N-dimethylformamide (1 ml), and thereto are added potassium carbonate (90 mg) and ethyl 4-bromobutyrate (93 μl) and the mixture is stirred at room temperature for 4 hours. To the reaction mixture is added a saturated brine, and the mixture is extracted with ethyl acetate, and the organic layer is washed with a saturated brine, dri... Starting materials: C([O-])([O-])=O.[Na+].[Na+] (sodium carbonate), NC1=NC=C(N=C1)Br (2-amino-5-bromopyrazine), S1C=C(C=C1)B(O)O (3-thiopheneboronic acid). Reagents/catalysts: Cl[Pd]([P](C1=CC=CC=C1)(C2=CC=CC=C2)C3=CC=CC=C3)([P](C4=CC=CC=C4)(C5=CC=CC=C5)C6=CC=CC=C6)Cl (dichlorobis(triphenylphosphine)palladium(II)). Run in COCCOC (ethylene glycol dimethyl ether), C(C)O (ethanol), C(C)(=O)OCC (ethyl acetate). Product: hexanes ethyl acetate, S1C=C(C=C1)C=1N=CC(=NC1)N (5-thiophen-3-yl-pyrazin-2-ylamine). The yield is 69.0%. As a reaction SMILES: [NH2:1][C:2]1[CH:7]=[N:6][C:5](Br)=[CH:4][N:3]=1.[S:9]1[CH:13]=[CH:12][C:11](B(O)O)=[CH:10]1.C(=O)([O-])[O-].[Na+].[Na+]>COCCOC.C(O)C.C(OCC)(=O)C.Cl[Pd](Cl)([P](C1C=CC=CC=1)(C1C=CC=CC=1)C1C=CC=CC=1)[P](C1C=CC=CC=1)(C1C=CC=CC=1)C1C=CC=CC=1>[S:9]1[CH:13]=[CH:12][C:11]([C:5]2[N:6]=[CH:7][C:2]([NH2:1])=[N:3][CH:4]=2)=[CH:10]1 |f:2.3.4,^1:40,59|. Reported procedure: A mixture of 2-amino-5-bromopyrazine (500 mg, 2.874 mmol), dichlorobis(triphenylphosphine)palladium(II) (290 mg, 0.413 mmol), 3-thiopheneboronic acid (500 mg, 3.908 mmol), and a saturated aqueous sodium carbonate solution (4 mL) in ethylene glycol dimethyl ether (8 mL) and ethanol (8 mL) was heated under reflux for 45 min. The reaction mixture was then cooled, diluted with ethyl acetate, and washed with water and a saturated aqueous sodium chloride solution. The organic layer was dried over anhy... Starting materials: OCC(=O)[C@@H](O)[C@H](O)[C@H](O)CO (D-fructose), C(C1=CC=CC=C1)(C1=CC=CC=C1)(C1=CC=CC=C1)Cl (trityl-chloride), C(C1=CC=CC=C1)(C1=CC=CC=C1)(C1=CC=CC=C1)Cl (trityl chloride). The solvent is N1=CC=CC=C1 (pyridine), C(Cl)(Cl)Cl (chloroform). Run at time 2 day. Yields the product chlorofm-methanol, C(C1=CC=CC=C1)(C1=CC=CC=C1)(C1=CC=CC=C1)OCC(=O)[C@@H](O)[C@H](O)[C@H](O)COC(C1=CC=CC=C1)(C1=CC=CC=C1)C1=CC=CC=C1 (1,6-Di-O-trityl-D-fructose). The yield is 29.8%. Reaction SMILES: [OH:1][CH2:2][C:3]([C@H:5]([C@@H:7]([C@@H:9]([CH2:11][OH:12])[OH:10])[OH:8])[OH:6])=[O:4].[C:13](Cl)([C:26]1[CH:31]=[CH:30][CH:29]=[CH:28][CH:27]=1)([C:20]1[CH:25]=[CH:24][CH:23]=[CH:22][CH:21]=1)[C:14]1[CH:19]=[CH:18][CH:17]=[CH:16][CH:15]=1>N1C=CC=CC=1.C(Cl)(Cl)Cl>[C:13]([O:1][CH2:2][C:3]([C@H:5]([C@@H:7]([C@@H:9]([CH2:11][O:12][C:13]([C:14]1[CH:19]=[CH:18][CH:17]=[CH:16][CH:15]=1)([C:26]1[CH:27]=[CH:28][CH:29]=[CH:30][CH:31]=1)[C:20]1[CH:21]=[CH:22][CH:23]=[CH:24][CH:25]=1)[OH:10])[OH:8])[OH:6])=[O:4])([C:26]1[CH:31]=[CH:30][CH:29]=[CH:28][CH:27]=1)([C:20]1[CH:25]=[CH:24][CH:23]=[CH:22][CH:21]=1)[C:14]1[CH:19]=[CH:18][CH:17]=[CH:16][CH:15]=1. Procedure: To a solution of D-fructose (10 g, 55.5 mmole) in pyridine (40 ML) and chloroform (25 mL) was added trityl-chloride (35 g, 126.3 mmole) and the mixture was stirred at 25° for 2 days, another 5 g of trityl chloride was added and stirring was continued for 2 days. Solvent was removed under reduced pressure and the residue was extracted with chloroform, washed with aqueous saturated cupric sulfate solution, brine, dried over anhydrous sodium sulfate and concentrated. Column chromatography [chlorofm...